From a dataset of the Open Reaction Database (ORD), a public repository of structured organic reaction records. describe an organic reaction: reactants, conditions, products, and yield The reactants are C(#N)CN[C@H](C(=O)NC1=CC(=NN1C)C1=CC(=NC=C1)NC)CC1=CC=C(C=C1)F ((2S)-2-(Cyanomethylamino)-3-(4-fluorophenyl)-N-(1-methyl-3-(2-(methylamino)pyridin-4-yl)-1H-pyrazol-5-yl)propanamide), C(CCC)[Sn](CCCC)(CCCC)Cl (tributyltin chloride), [N-]=[N+]=[N-].[Na+] (sodium azide). Solvent: CN(C)C=O (DMF), O (water). Conditions: temperature 160 celsius, time 30 minute. The product is N1N=NN=C1CN[C@H](C(=O)NC1=CC(=NN1C)C1=CC(=NC=C1)NC)CC1=CC=C(C=C1)F ((2S)-2-((1H-tetrazol-5-yl)methylamino)-3-(4-fluorophenyl)-N-(1-methyl-3-(2-(methylamino)pyridin-4-yl)-1H-pyrazol-5-yl)propanamide), Cl (HCl), colorless solid. The yield is 57.0%. RXN SMILES: C([Sn]([Cl:14])(CCCC)CCCC)CCC.[N-:15]=[N+:16]=[N-:17].[Na+].[C:19]([CH2:21][NH:22][C@@H:23]([CH2:41][C:42]1[CH:47]=[CH:46][C:45]([F:48])=[CH:44][CH:43]=1)[C:24]([NH:26][C:27]1[N:31]([CH3:32])[N:30]=[C:29]([C:33]2[CH:38]=[CH:37][N:36]=[C:35]([NH:39][CH3:40])[CH:34]=2)[CH:28]=1)=[O:25])#[N:20]>CN(C=O)C.O>[NH:15]1[C:19]([CH2:21][NH:22][C@@H:23]([CH2:41][C:42]2[CH:43]=[CH:44][C:45]([F:48])=[CH:46][CH:47]=2)[C:24]([NH:26][C:27]2[N:31]([CH3:32])[N:30]=[C:29]([C:33]3[CH:38]=[CH:37][N:36]=[C:35]([NH:39][CH3:40])[CH:34]=3)[CH:28]=2)=[O:25])=[N:20][N:17]=[N:16]1.[ClH:14] |f:1.2|. Reported procedure: To neat tributyltin chloride (1250 μl, 4608 μmol) was added sodium azide (271 μl, 7691 μmol). After sting at 80° C. for 30 mins, to the mixture was added a solution of 23.E (178 mg, 437 μmol) in DMF. The resulting mixture was stirred at 160° C. under N2 for 1.5 hr, cooled and diluted with water. The resulting mixture was extracted with 30% iPrOH/CHCl3 (3×10 mL), and organic solvents was removed under reduced pressure. After purification of the residue by preparative HPLC (10-90% CH3CN/water, 30 ...